Dataset: the Open Reaction Database (ORD), a public repository of structured organic reaction records. Task: describe an organic reaction: reactants, conditions, products, and yield The reactants are ClCCCC1=CC=C(CC#N)C=C1 (4-(3-chloropropyl)benzylcyanide), [I-].[Na+] (sodium iodide), CC1CNCC(C1)C (3,5-dimethylpiperidine). Solvent: CC(=O)C (acetone). Reaction conditions: time 1 hour. Yields the product CC1CN(CC(C1)C)CCCC1=CC=C(CC#N)C=C1 (4-[3-(3,5-Dimethylpiperidino) propyl]benzylcyanide). Reaction SMILES: Cl[CH2:2][CH2:3][CH2:4][C:5]1[CH:13]=[CH:12][C:8]([CH2:9][C:10]#[N:11])=[CH:7][CH:6]=1.[I-].[Na+].[CH3:16][CH:17]1[CH2:22][CH:21]([CH3:23])[CH2:20][NH:19][CH2:18]1>CC(C)=O>[CH3:16][CH:17]1[CH2:22][CH:21]([CH3:23])[CH2:20][N:19]([CH2:2][CH2:3][CH2:4][C:5]2[CH:13]=[CH:12][C:8]([CH2:9][C:10]#[N:11])=[CH:7][CH:6]=2)[CH2:18]1 |f:1.2|. Procedure details: In a 250 ml round bottom flask 5.3 g of 4-(3-chloropropyl)benzylcyanide, 4.4 g of sodium iodide, 62.2 g of 3,5-dimethylpiperidine and 32.9 ml of acetone are mixed together and boiled for 1 hour at reflux. The reactants are [N+](#[C-])CC(=O)OCC (ethyl isocyanoacetate), C1(CCCCC1)=O (cyclohexanone), C1CCOC1 (THF), C1CCOC1 (THF), [Na] (sodium), C1CCOC1 (THF). Run at temperature 0 celsius, time 8 hour. Yields the product C(=O)NC(C(=O)OCC)=C1CCCCC1 (Ethyl N-formyl-a-cyclohexylideneglycinate). Reaction SMILES: [Na].[N+:2]([CH2:4][C:5]([O:7][CH2:8][CH3:9])=[O:6])#[C-:3].[C:10]1(=O)[CH2:15][CH2:14][CH2:13][CH2:12][CH2:11]1.C1C[O:20]CC1>>[CH:3]([NH:2][C:4](=[C:10]1[CH2:15][CH2:14][CH2:13][CH2:12][CH2:11]1)[C:5]([O:7][CH2:8][CH3:9])=[O:6])=[O:20] |^1:0|. Reported procedure: A suspension of sodium hydide (4.07 g, 60%, 101 mmol) in THF (100) is cooled to 0° C. Two addition funnels are charged with ethyl isocyanoacetate (10.0 g, 88.4 mmol) in THF (10 mL) and cyclohexanone (9.67 g, 88.4 mmol) in THF (10 mL). The solutions are added dropwise to the reaction mixture over a 30 minute period. The resulting mixture is then allowed to warm to room temperature and stirred overnight. The reaction mixture is quenched by the addition of saturated ammonium chloride solution. The ... Reactants: CCOC(=O)CCCP(=O)(OCC)OCC (triethyl 4-phosphonobutyrate), C[Si](C)(C)[N-][Si](C)(C)C.[K+] (potassium bis(trimethylsilyl)amide), ICCCCCCCCCCCC (1-iodododecane). Solvent: C1CCOC1 (THF). Conditions: temperature -78 celsius, time 1 hour. Yields the product C(=O)(OCC)C(CCP(OCC)(OCC)=O)CCCCCCCCCCCC ((±)-Diethyl 3-(carboethoxy)pentadecylphosphonate). The yield is 36.6%. RXN SMILES: [CH3:1][CH2:2][O:3][C:4]([CH2:6][CH2:7][CH2:8][P:9]([O:14][CH2:15][CH3:16])([O:11][CH2:12][CH3:13])=[O:10])=[O:5].C[Si]([N-][Si](C)(C)C)(C)C.[K+].I[CH2:28][CH2:29][CH2:30][CH2:31][CH2:32][CH2:33][CH2:34][CH2:35][CH2:36][CH2:37][CH2:38][CH3:39]>C1COCC1>[C:4]([CH:6]([CH2:39][CH2:38][CH2:37][CH2:36][CH2:35][CH2:34][CH2:33][CH2:32][CH2:31][CH2:30][CH2:29][CH3:28])[CH2:7][CH2:8][P:9](=[O:10])([O:14][CH2:15][CH3:16])[O:11][CH2:12][CH3:13])([O:3][CH2:2][CH3:1])=[O:5] |f:1.2|. Procedure: A solution of triethyl 4-phosphonobutyrate (1.00 g, 3.96 mmol) in 1 mL of THF was added to potassium bis(trimethylsilyl)amide (0.5 M in THF, 8.70 ml, 4.36 mmol) at −78° C. After stirring for 1 h at −78° C., 1-iodododecane (1.2 mL, 4.75 mmol) was added dropwise. The reaction was removed from the bath, warmed to rt and stirred for 2 h. The reaction was diluted with ethyl acetate (50 ml), washed with 2 N HCl (50 mL), sat'd NaCl (50 mL), dried and concentrated. Flash chromatography using 3:1 v/v hex... The reactants are CS(=O)(=O)O[C@H]1CN(CC1)C=1SC2=C(N1)C=CC(=C2)Br ((R)-1-(6-bromobenzo[d]thiazol-2-yl)pyrrolidin-3-yl methanesulfonate), N1CCCC1 (pyrrolidine), C([O-])([O-])=O.[K+].[K+] (potassium carbonate), CN(C=O)C (N,N-Dimethylformamide). Solvent: C(C)OCC (diethyl ether). Run at temperature 100 celsius, time 15 minute. Yields the product N1(CCCC1)[C@@H]1CN(CC1)C=1SC2=C(N1)C=CC(=C2)Br ((S)-2-(1,3′-bipyrrolidin-1′-yl)-6-bromobenzo[d]thiazole). Reaction SMILES: CS(O[C@@H:6]1[CH2:10][CH2:9][N:8]([C:11]2[S:12][C:13]3[CH:19]=[C:18]([Br:20])[CH:17]=[CH:16][C:14]=3[N:15]=2)[CH2:7]1)(=O)=O.[NH:21]1[CH2:25][CH2:24][CH2:23][CH2:22]1.C(=O)([O-])[O-].[K+].[K+].CN(C)C=O>C(OCC)C>[N:21]1([C@H:6]2[CH2:10][CH2:9][N:8]([C:11]3[S:12][C:13]4[CH:19]=[C:18]([Br:20])[CH:17]=[CH:16][C:14]=4[N:15]=3)[CH2:7]2)[CH2:25][CH2:24][CH2:23][CH2:22]1 |f:2.3.4|. Reported procedure: A mixture of (R)-1-(6-bromobenzo[d]thiazol-2-yl)pyrrolidin-3-yl methanesulfonate (Reference Example 12, 0.50 g, 1.32 mmol), pyrrolidine (0.221 mL, 2.65 mmol), and potassium carbonate (0.549 g, 3.98 mmol) was placed in a 10 mL CEM microwave vial with a stirbar. N,N-Dimethylformamide (1.5 mL) was added, the vial was capped, and the reaction was heated to 100° C. under microwave irradiation for 15 minutes, then the cooling air was turned on and heating was continued at 70° C. for an additional 15 m... Reactants: BrC=1C=NC=C(C1)C=1C=NN(C1)CCN1CCCC1 (3-bromo-5-[1-(2-pyrrolidin-1-yl-ethyl)-1H-pyrazol-4-yl]-pyridine), ClC=1C=CC(=C(C1)C1=NC2=NC=CC=C2C(=C1)B(O)O)F (2-(5-Chloro-2-fluoro-phenyl)-[1,8]naphthyridine-4-boronic acid), C([O-])(O)=O.[Na+] (sodium bicarbonate). Reagents/catalysts: C1=CC=C(C=C1)P(C2=CC=CC=C2)C3=CC=CC=C3.C1=CC=C(C=C1)P(C2=CC=CC=C2)C3=CC=CC=C3.Cl[Pd]Cl (bis-(triphenylphosphine)-palladium(II)-chloride). Solvent: CN(C)C=O (DMF), O (water), O (Water). Reaction conditions: temperature 80 celsius, time 40 hour. Yields the product ClC=1C=CC(=C(C1)C1=NC2=NC=CC=C2C(=C1)C=1C=NC=C(C1)C=1C=NN(C1)CCN1CCCC1)F (2-(5-Chloro-2-fluoro-phenyl)-4-{5-[1-(2-pyrrolidin-1-yl-ethyl)-1H-pyrazol-4-yl]-pyridin-3-yl}-[1,8]naphthyridine). As a reaction SMILES: Br[C:2]1[CH:3]=[N:4][CH:5]=[C:6]([C:8]2[CH:9]=[N:10][N:11]([CH2:13][CH2:14][N:15]3[CH2:19][CH2:18][CH2:17][CH2:16]3)[CH:12]=2)[CH:7]=1.[Cl:20][C:21]1[CH:22]=[CH:23][C:24]([F:40])=[C:25]([C:27]2[CH:36]=[C:35](B(O)O)[C:34]3[C:29](=[N:30][CH:31]=[CH:32][CH:33]=3)[N:28]=2)[CH:26]=1.C(=O)(O)[O-].[Na+]>CN(C=O)C.O.C1C=CC(P(C2C=CC=CC=2)C2C=CC=CC=2)=CC=1.C1C=CC(P(C2C=CC=CC=2)C2C=CC=CC=2)=CC=1.Cl[Pd]Cl>[Cl:20][C:21]1[CH:22]=[CH:23][C:24]([F:40])=[C:25]([C:27]2[CH:36]=[C:35]([C:2]3[CH:3]=[N:4][CH:5]=[C:6]([C:8]4[CH:9]=[N:10][N:11]([CH2:13][CH2:14][N:15]5[CH2:19][CH2:18][CH2:17][CH2:16]5)[CH:12]=4)[CH:7]=3)[C:34]3[C:29](=[N:30][CH:31]=[CH:32][CH:33]=3)[N:28]=2)[CH:26]=1 |f:2.3,6.7.8|. Procedure: A slurry of 161 mg (0.50 mmol) 3-bromo-5-[1-(2-pyrrolidin-1-yl-ethyl)-1H-pyrazol-4-yl]-pyridine, 167 mg (0.55 mmol) 2-(5-Chloro-2-fluoro-phenyl)-[1,8]naphthyridine-4-boronic acid and 50.4 mg (0.6 mmol) sodium bicarbonate in 2 ml DMF and 0.5 ml water was heated at 80° C. under nitrogen. Then 7.0 mg (0.01 mmol) bis-(triphenylphosphine)-palladium(II)-chloride were added. The reaction mixture was stirred for 40 hours at 80° C. Water was added, the resulting precipitate was filtered off and washed wi... Starting materials: BrC1=CC(=C(C=C1)C(CCC(F)(F)F)Cl)C (4-bromo-1-(1-chloro-4,4,4-trifluorobutyl)-2-methylbenzene), C([O-])([O-])=O.[Na+].[Na+] (sodium carbonate), NC1=CC=C(C(=O)OC)C=C1 (methyl 4-aminobenzoate), [I-].[Na+] (sodium iodide). Run in CC(=O)N(C)C (DMA), O (water). Conditions: temperature 50 celsius, time 3 hour. Yields the product BrC1=CC(=C(C=C1)C(CCC(F)(F)F)NC1=CC=C(C(=O)OC)C=C1)C (methyl 4-((1-(4-bromo-2-methylphenyl)-4,4,4-trifluorobutyl)amino)benzoate). Yield: 231.4%. Reaction SMILES: [Br:1][C:2]1[CH:7]=[CH:6][C:5]([CH:8](Cl)[CH2:9][CH2:10][C:11]([F:14])([F:13])[F:12])=[C:4]([CH3:16])[CH:3]=1.C(=O)([O-])[O-].[Na+].[Na+].[NH2:23][C:24]1[CH:33]=[CH:32][C:27]([C:28]([O:30][CH3:31])=[O:29])=[CH:26][CH:25]=1.[I-].[Na+]>O.CC(N(C)C)=O>[Br:1][C:2]1[CH:7]=[CH:6][C:5]([CH:8]([NH:23][C:24]2[CH:25]=[CH:26][C:27]([C:28]([O:30][CH3:31])=[O:29])=[CH:32][CH:33]=2)[CH2:9][CH2:10][C:11]([F:14])([F:13])[F:12])=[C:4]([CH3:16])[CH:3]=1 |f:1.2.3,5.6|. Procedure: A reaction mixture of 4-bromo-1-(1-chloro-4,4,4-trifluorobutyl)-2-methylbenzene (369 g), sodium carbonate (245% g), methyl 4-aminobenzoate (194 g), sodium iodide (347 g) and DMA (1.2 L) was stirred at 50° C. for 3 hr. The reaction mixture was added to water. This reaction was performed for 3 batches, the obtained respective reaction mixtures were combined, and the mixture was extracted with ethyl acetate. The extract was dried over anhydrous sodium sulfate, and the solvent was evaporated under r...